This data is from the Open Reaction Database (ORD), a public repository of structured organic reaction records. The task is: describe an organic reaction: reactants, conditions, products, and yield Starting materials: O(C1=CC=CC=C1)C=1C=C(C=CC1)Br (3-phenoxyphenyl bromide), [Mg] (magnesium), C(C)(=O)OCC(=CC(C)(C1=CC=C(C=C1)OC(F)(F)F)C)F (2-Fluoro-4-methyl-4-(4-trifluoromethoxyphenyl)pent-2-enyl acetate), Grignard reagent. The solvent is O1CCCC1 (tetrahydrofuran). The product is FC(CC1=CC(=CC=C1)OC1=CC=CC=C1)=CC(C)(C1=CC=C(C=C1)OC(F)(F)F)C (2-Fluoro-4-methyl-1-(3-phenoxyphenyl)-4-(4-trifluoromethoxyphenyl)pent-2-ene). Yield: 41.7%. As a reaction SMILES: [O:1]([C:8]1[CH:9]=[C:10](Br)[CH:11]=[CH:12][CH:13]=1)[C:2]1[CH:7]=[CH:6][CH:5]=[CH:4][CH:3]=1.[Mg].C(O[CH2:20][C:21]([F:37])=[CH:22][C:23]([CH3:36])([C:25]1[CH:30]=[CH:29][C:28]([O:31][C:32]([F:35])([F:34])[F:33])=[CH:27][CH:26]=1)[CH3:24])(=O)C>O1CCCC1>[F:37][C:21](=[CH:22][C:23]([CH3:36])([C:25]1[CH:30]=[CH:29][C:28]([O:31][C:32]([F:33])([F:34])[F:35])=[CH:27][CH:26]=1)[CH3:24])[CH2:20][C:10]1[CH:11]=[CH:12][CH:13]=[C:8]([O:1][C:2]2[CH:7]=[CH:6][CH:5]=[CH:4][CH:3]=2)[CH:9]=1. Procedure details: The method of Example 16 was repeated using a Grignard reagent, prepared from 3-phenoxyphenyl bromide (0.3 g), tetrahydrofuran (2 ml) and magnesium (22 mg), and 2-fluoro4-methyl-4-(4-trifluoromethoxyphenyl)pent-2-enyl acetate (Example 15) (0.1 g). The residue after evaporation was purified by preparative thin layer chromatography (solvent: diethyl ether/hexane; 1:9) to give the title compound (56 mg, 42%). The reactants are C(C1=CC=CC=C1)NC1=CC=C2C(=N1)N(C(C2(C)C)=O)C (6-(benzylamino)-1,3,3-trimethyl-1H-pyrrolo[2,3-b]pyridin-2(3H)-one), Cl (HCl). Reagents/catalysts: [Pd] (Pd). Solvent: C(C)O (ethanol). Run at temperature 40 celsius, time 4 hour. The product is Cl.NC1=CC=C2C(=N1)N(C(C2(C)C)=O)C (6-amino-1,3,3-trimethyl-1H-pyrrolo[2,3-b]pyridin-2(3H)-one hydrochloride), solid. As a reaction SMILES: C([NH:8][C:9]1[N:14]=[C:13]2[N:15]([CH3:21])[C:16](=[O:20])[C:17]([CH3:19])([CH3:18])[C:12]2=[CH:11][CH:10]=1)C1C=CC=CC=1.[ClH:22]>C(O)C.[Pd]>[ClH:22].[NH2:8][C:9]1[N:14]=[C:13]2[N:15]([CH3:21])[C:16](=[O:20])[C:17]([CH3:18])([CH3:19])[C:12]2=[CH:11][CH:10]=1 |f:4.5|. Procedure: A mixture of 6-(benzylamino)-1,3,3-trimethyl-1H-pyrrolo[2,3-b]pyridin-2(3H)-one (610 mg, 2.17 mmol) and 25% aqueous HCl solution (1.2 g, 1 ml, 8.23 mmol) in ethanol (20 ml) was evacuated three times and flushed with argon. Pd (10% on activated charcoal, 231 mg, 217 μmol) was added. Degassing was repeated, then evacuated three times and flushed with hydrogen. The reaction mixture was heated to 40° C. and stirred 4 hours at this temperature under the hydrogen atmosphere. The reaction mixture was f... Starting materials: CC(C)(C)C(=O)Cl, CC(C)(C)[Si](C)(C)OCC=CC(=O)O, [Li]CCCC, C1CCOC1, O=C1NCCO1, O=C1NC(c2ccccc2)CO1. The product is CC(C)(C)[Si](C)(C)OCC=CC(=O)N1C(=O)OCC1c1ccccc1. As a reaction SMILES: [C:15]([Cl:16])(=[O:17])[C:18]([CH3:19])([CH3:20])[CH3:21].[C:1]([CH3:2])([CH3:3])([CH3:4])[Si:5]([O:6][CH2:7][CH:8]=[CH:9][C:10](=[O:11])[OH:12])([CH3:13])[CH3:14].[CH2:34]([Li:35])[CH2:36][CH2:37][CH3:38].[CH2:45]1[O:46][CH2:47][CH2:48][CH2:49]1.[O:39]1[CH2:40][CH2:41][NH:42][C:43]1=[O:44].[c:22]1([CH:28]2[NH:29][C:30](=[O:33])[O:31][CH2:32]2)[cH:23][cH:24][cH:25][cH:26][cH:27]1>>[C:1]([CH3:2])([CH3:3])([CH3:4])[Si:5]([O:6][CH2:7][CH:8]=[CH:9][C:10](=[O:12])[N:29]1[CH:28]([c:22]2[cH:23][cH:24][cH:25][cH:26][cH:27]2)[CH2:32][O:31][C:30]1=[O:33])([CH3:13])[CH3:14]. Reactants: O=C1CCN(c2ccc(C=C3SC(=O)NC3=O)cc2Br)CC1, NCC(O)COc1cccc2[nH]c(=O)[nH]c12. Yields the product O=C1NC(=O)C(=Cc2ccc(N3CCC(NCC(O)COc4cccc5[nH]c(=O)[nH]c45)CC3)c(Br)c2)S1. As a reaction SMILES: [Br:17][c:18]1[cH:19][c:20]([CH:21]=[C:22]2[C:23](=[O:28])[NH:24][C:25](=[O:27])[S:26]2)[cH:29][cH:30][c:31]1[N:32]1[CH2:33][CH2:34][C:35](=[O:38])[CH2:36][CH2:37]1.[NH2:1][CH2:2][CH:3]([CH2:4][O:5][c:6]1[cH:7][cH:8][cH:9][c:10]2[nH:11][c:12](=[O:15])[nH:13][c:14]12)[OH:16]>>[NH:1]([CH2:2][CH:3]([CH2:4][O:5][c:6]1[cH:7][cH:8][cH:9][c:10]2[nH:11][c:12](=[O:15])[nH:13][c:14]12)[OH:16])[CH:35]1[CH2:34][CH2:33][N:32]([c:31]2[c:18]([Br:17])[cH:19][c:20]([CH:21]=[C:22]3[C:23](=[O:28])[NH:24][C:25](=[O:27])[S:26]3)[cH:29][cH:30]2)[CH2:37][CH2:36]1. The reactants are [BH4-].[Na+] (NaBH4), COC1=C(OCC(C)=O)C=CC(=C1)[N+](=O)[O-] (1-(2-methoxy-4-nitrophenoxy)propan-2-one). Solvent: O (H2O), CO (MeOH), O (H2O), O (H2O), CC(=O)O (HOAc). Conditions: time 1 hour. Product: COC1=C(OCC(C)O)C=CC(=C1)[N+](=O)[O-] (1-(2-Methoxy-4-nitrophenoxy)propan-2-ol). Isolated yield 89.3%. As a reaction SMILES: [CH3:1][O:2][C:3]1[CH:13]=[C:12]([N+:14]([O-:16])=[O:15])[CH:11]=[CH:10][C:4]=1[O:5][CH2:6][C:7](=[O:9])[CH3:8].[BH4-].[Na+]>CO.O.CC(O)=O>[CH3:1][O:2][C:3]1[CH:13]=[C:12]([N+:14]([O-:16])=[O:15])[CH:11]=[CH:10][C:4]=1[O:5][CH2:6][CH:7]([OH:9])[CH3:8] |f:1.2|. Procedure details: To a mixture of 1-(2-methoxy-4-nitrophenoxy)propan-2-one (300 mg, 1.33 mmol) in 1.3 mL of MeOH and 1.3 mL of H2O at rt was added a solution of NaBH4 (53 mg, 1.40 mmol) in 0.5 mL of H2O dropwise over 5 min. The suspension was stirred at rt for 1 h and diluted with 0.2 mL of HOAc followed by 2 mL of H2O. The precipitate was filtered, washed with H2O and dried under vacuum to afford the title compound (270 mg) as a yellow solid. 1H NMR (CDCl3) δ 1.28 (d, J=6.05 Hz, 3H), 2.68, (s, 1H), 3.87-3.92 (m,... Reactants: ClCCCCN1C(C2=C(CCC1)SC(=C2)C)=O (5-(4-chlorobutyl)-5,6,7,8-tetrahydro-2-methyl-4H-thieno[3,2-c]azepin-4-one), BrBr (bromine), C([O-])([O-])=O.[K+].[K+] (potassium carbonate), S(=S)(=O)([O-])[O-].[Na+].[Na+] (sodium thiosulfate). Run in C(C)(=O)O (acetic acid). Reaction conditions: time 20 minute. The product is BrC1=C(SC2=C1C(N(CCC2)CCCCCl)=O)C (3-bromo-5-(4-chlorobutyl)-5,6,7,8-tetrahydro-2-methyl-4H-thieno[3,2-c]azepin-4-one). As a reaction SMILES: [Cl:1][CH2:2][CH2:3][CH2:4][CH2:5][N:6]1[CH2:12][CH2:11][CH2:10][C:9]2[S:13][C:14]([CH3:16])=[CH:15][C:8]=2[C:7]1=[O:17].[Br:18]Br.S([O-])([O-])(=O)=S.[Na+].[Na+].C(=O)([O-])[O-].[K+].[K+]>C(O)(=O)C>[Br:18][C:15]1[C:8]2[C:7](=[O:17])[N:6]([CH2:5][CH2:4][CH2:3][CH2:2][Cl:1])[CH2:12][CH2:11][CH2:10][C:9]=2[S:13][C:14]=1[CH3:16] |f:2.3.4,5.6.7|. Procedure details: To a solution of 5.0 g of 5-(4-chlorobutyl)-5,6,7,8-tetrahydro-2-methyl-4H-thieno[3,2-c]azepin-4-one in 60 ml of acetic acid was added 1.9 ml of bromine at 60° C. and stirred for 20 minutes. After cooling, to the mixture was added an aqueous saturated sodium thiosulfate solution and the mixture was neutralized with potassium carbonate, and then extracted with ethyl acetate. The extract was washed with water, dried and concentrated under reduced pressure. The resulting crude crystals were recryst... The reactants are COC(C1=C(C=C(C=C1)C(O)C1=CC=NC=C1)C1=CC=CC=C1)=O (4-(4-Pyridylhydroxymethyl)-2-phenylbenzoic acid methyl ester), C(C)(C)N(CC)C(C)C (diisopropylethylamine), O(S(=O)(=O)C(F)(F)F)[Si](C)(C)C(C)(C)C (t-butyldimethylsilyl triflate), alcohol, base, [O-]S(=O)(=O)C(F)(F)F (triflate). The solvent is C(Cl)Cl (methylene chloride). Reaction conditions: time 18 hour. The product is COC(C1=C(C=C(C=C1)C(O[Si](C)(C)C(C)(C)C)C1=CC=NC=C1)C1=CC=CC=C1)=O (4-(4-Pyridyl-t-butyldimethylsilyloxymethyl)-2-phenylbenzoic Acid Methyl Ester). The yield is 93.0%. Reaction SMILES: [CH3:1][O:2][C:3](=[O:24])[C:4]1[CH:9]=[CH:8][C:7]([CH:10]([C:12]2[CH:17]=[CH:16][N:15]=[CH:14][CH:13]=2)[OH:11])=[CH:6][C:5]=1[C:18]1[CH:23]=[CH:22][CH:21]=[CH:20][CH:19]=1.C(N(C(C)C)CC)(C)C.O([Si:42]([C:45]([CH3:48])([CH3:47])[CH3:46])([CH3:44])[CH3:43])S(C(F)(F)F)(=O)=O.[O-]S(C(F)(F)F)(=O)=O>C(Cl)Cl>[CH3:1][O:2][C:3](=[O:24])[C:4]1[CH:9]=[CH:8][C:7]([CH:10]([C:12]2[CH:13]=[CH:14][N:15]=[CH:16][CH:17]=2)[O:11][Si:42]([C:45]([CH3:48])([CH3:47])[CH3:46])([CH3:44])[CH3:43])=[CH:6][C:5]=1[C:18]1[CH:23]=[CH:22][CH:21]=[CH:20][CH:19]=1. Procedure details: 4-(4-Pyridylhydroxymethyl)-2-phenylbenzoic acid methyl ester (769 mg, 2.41 mmol), prepared as in Example 297A, diisopropylethylamine (0.84 mL, 4.8 mmol), and t-butyldimethylsilyl triflate (1.1 mL, 4.8 mmol) were dissolved in methylene chloride (50 mL) and stirred for 18 hours. TLC indicated the presence of the alcohol so additional base (1 mL) and triflate (0.5 mL) were added. After 15 minutes, all starting alcohol was consumed. The reaction mixture was washed with water, 5% NaHCO3, and brine, d... Reactants: C(=O)NN (Formylhydrazine), FC1=CC=C(C=C1)S(=O)(=O)N1[C@@H](CCCC1)C(OCC)=N (ethyl (2S)-1-[(4-fluorophenyl)sulfonyl]-2-piperidinecarboximidate). Run in C1(=CC=CC=C1)C (toluene), O1CCOCC1 (1,4-dioxane). The product is FC1=CC=C(C=C1)S(=O)(=O)N1[C@@H](CCCC1)C1=NNC=N1 ((2S)-1-[(4-fluorophenyl)sulfonyl]-2-(1H-1,2,4-triazol-3-yl)piperidine). Isolated yield 32.6%. Reaction SMILES: [CH:1]([NH:3][NH2:4])=O.[F:5][C:6]1[CH:11]=[CH:10][C:9]([S:12]([N:15]2[CH2:20][CH2:19][CH2:18][CH2:17][C@H:16]2[C:21](=[NH:25])OCC)(=[O:14])=[O:13])=[CH:8][CH:7]=1>C1(C)C=CC=CC=1.O1CCOCC1>[F:5][C:6]1[CH:7]=[CH:8][C:9]([S:12]([N:15]2[CH2:20][CH2:19][CH2:18][CH2:17][C@H:16]2[C:21]2[N:25]=[CH:1][NH:3][N:4]=2)(=[O:13])=[O:14])=[CH:10][CH:11]=1. Procedure details: Formylhydrazine (120 mg) was added to a solution of ethyl (2S)-1-[(4-fluorophenyl)sulfonyl]-2-piperidinecarboximidate (295 mg) [see Preparation 41] in toluene (5 ml) and 1,4-dioxane (5 ml). The reaction mixture was stirred at reflux for 26 hours after which time the solvent was removed under reduced pressure. The residue was diluted with ethyl acetate and washed with water. The organic layer was separated, dried over magnesium sulphate and the solvent removed under reduced pressure. The crude pr... Starting materials: C1(CCC(N1)=O)=O (succinimide), BrN1C(CCC1=O)=O (N-Bromosuccinimide), C(C1=CC=CC=C1)(=O)OOC(C1=CC=CC=C1)=O (benzoyl peroxide), ClC1=CC=C(C=C1)C (p-chlorotoluene). Run in C(Cl)(Cl)(Cl)Cl (carbon tetrachloride). The product is ClC1=CC=C(CBr)C=C1 (p-chlorobenzyl bromide). As a reaction SMILES: [Br:1]N1C(=O)CCC1=O.C(OOC(=O)C1C=CC=CC=1)(=O)C1C=CC=CC=1.[Cl:27][C:28]1[CH:33]=[CH:32][C:31]([CH3:34])=[CH:30][CH:29]=1.C1(=O)NC(=O)CC1>C(Cl)(Cl)(Cl)Cl>[Cl:27][C:28]1[CH:33]=[CH:32][C:31]([CH2:34][Br:1])=[CH:30][CH:29]=1. Procedure details: N-Bromosuccinimide (19 g, 0.107 mole) and benzoyl peroxide (2.5 g, 0.01 mole) were added to p-chlorotoluene (13 g, 0.103 mole) in carbon tetrachloride (100 mL). The reaction mixture was stirred and refluxed gently for 2 hours. When the succinimide rose to the surface, the reaction was finished. The solution was cooled to room temperature and the succinimide was filtered off. The filtrate was evaporated on a rotary evaporator. Then distillation gave p-chlorobenzyl bromide as colorless crystal (80... RXN SMILES: [Al+3:23].[CH2:1]([c:2]1[cH:3][cH:4][cH:5][cH:6][cH:7]1)[O:8][c:9]1[c:10]([C:18]([F:19])([F:20])[F:21])[cH:11][c:12]([C:13](=[O:14])[OH:15])[cH:16][cH:17]1.[CH2:28]1[O:29][CH2:30][CH2:31][CH2:32]1.[H-:22].[H-:25].[H-:26].[H-:27].[Li+:24]>>[CH2:1]([c:2]1[cH:3][cH:4][cH:5][cH:6][cH:7]1)[O:8][c:9]1[c:10]([C:18]([F:19])([F:20])[F:21])[cH:11][c:12]([CH2:13][OH:14])[cH:16][cH:17]1. Starting materials: [Al+3], O=C(O)c1ccc(OCc2ccccc2)c(C(F)(F)F)c1, C1CCOC1, [H-], [H-], [H-], [H-], [Li+]. Yields the product OCc1ccc(OCc2ccccc2)c(C(F)(F)F)c1.